This data is from the Open Reaction Database (ORD), a public repository of structured organic reaction records. The task is: describe an organic reaction: reactants, conditions, products, and yield Starting materials: COC(CCCOC1=CC2=C(C(=CC=C2C=C1)OCCCBr)C(C)=O)=O (4-[[8-acetyl-7-(3-bromopropoxy)-2-naphthlenyl]oxy]butanoic acid methyl ester), OC1=C(C=CC(=C1CCC)O)C(C)=O (1-(2,4-dihydroxy-3-propylphenyl)ethanone), C([O-])([O-])=O.[K+].[K+] (potassium carbonate). Run in CC(=O)C (acetone), CN(C=O)C (dimethylformamide). Yields the product COC(CCCOC1=CC2=C(C(=CC=C2C=C1)OCCCOC1=C(C(=C(C=C1)C(C)=O)O)CCC)C(C)=O)=O (4-[[8-Acetyl-7-[3-(4-acetyl-3-hydroxy-2-propylphenoxy)propoxy]-2-naphthalenyl]oxy]butanoic acid methyl ester). Yield: 63.1%. As a reaction SMILES: [CH3:1][O:2][C:3](=[O:26])[CH2:4][CH2:5][CH2:6][O:7][C:8]1[CH:17]=[CH:16][C:15]2[C:10](=[C:11]([C:23](=[O:25])[CH3:24])[C:12]([O:18][CH2:19][CH2:20][CH2:21]Br)=[CH:13][CH:14]=2)[CH:9]=1.[OH:27][C:28]1[C:33]([CH2:34][CH2:35][CH3:36])=[C:32]([OH:37])[CH:31]=[CH:30][C:29]=1[C:38](=[O:40])[CH3:39].C(=O)([O-])[O-].[K+].[K+]>CC(C)=O.CN(C)C=O>[CH3:1][O:2][C:3](=[O:26])[CH2:4][CH2:5][CH2:6][O:7][C:8]1[CH:17]=[CH:16][C:15]2[C:10](=[C:11]([C:23](=[O:25])[CH3:24])[C:12]([O:18][CH2:19][CH2:20][CH2:21][O:37][C:32]3[CH:31]=[CH:30][C:29]([C:38](=[O:40])[CH3:39])=[C:28]([OH:27])[C:33]=3[CH2:34][CH2:35][CH3:36])=[CH:13][CH:14]=2)[CH:9]=1 |f:2.3.4|. Procedure: A mixture of 1.8 g of 4-[[8-acetyl-7-(3-bromopropoxy)-2-naphthlenyl]oxy]butanoic acid methyl ester, 1 g of 1-(2,4-dihydroxy-3-propylphenyl)ethanone and 0.9 g of anhydrous potassium carbonate in 30 ml of anhydrous acetone and 6 ml of anhydrous dimethylformamide was stirred at reflux for 15 hours. The mixture was filtered and the filtrate was concentrated in vacuo to an oil which was dissolved in ethylacetate and washed with water, 1N sodium hydroxide solution and sodium chloride solution. The oil...